This data is from the Open Reaction Database (ORD), a public repository of structured organic reaction records. The task is: describe an organic reaction: reactants, conditions, products, and yield Starting materials: S1CCC(CC1)C#N (tetrahydro-2H-thiopyran-4-carbonitrile), ClC1=CC(=CC=C1)C(=O)OO (m-chloroperbenzoic acid), S(=O)([O-])[O-].[Na+].[Na+] (sodium sulfite). Solvent: C(Cl)(Cl)Cl (chloroform), C(Cl)(Cl)Cl (chloroform). Conditions: time 3 hour. The product is S1(CCC(CC1)C#N)(=O)=O (tetrahydro-2H-thiopyran-4-carbonitrile 1,1-dioxide). As a reaction SMILES: S1[CH2:6][CH2:5][CH:4]([C:7]#[N:8])[CH2:3][CH2:2]1.ClC1C=CC=C(C(OO)=O)C=1.[S:20]([O-:23])([O-])=[O:21].[Na+].[Na+]>C(Cl)(Cl)Cl>[S:20]1(=[O:23])(=[O:21])[CH2:6][CH2:5][CH:4]([C:7]#[N:8])[CH2:3][CH2:2]1 |f:2.3.4|. Procedure details: A chloroform solution of tetrahydro-2H-thiopyran-4-carbonitrile was dropwise added to a chloroform solution of 77% m-chloroperbenzoic acid at 0° C., followed by stirring at room temperature for 3 hours. An excess amount of an aqueous saturated sodium sulfite solution was added, followed by work-up to obtain tetrahydro-2H-thiopyran-4-carbonitrile 1,1-dioxide. The reactants are CON=C(C(=O)NC1[C@@H]2N(C(=C(CS2)CO)C(=O)O)C1=O)C=1N=C(SC1)N (7-[2-methoxyimino-2-(2-amino-1,3-thiazol-4-yl)acetamido]-3-hydroxymethyl-3-cephem-4-carboxylic acid), Cl (hydrochloric acid). Run in CC(=O)C (acetone), O (water). Conditions: time 4 hour. The product is CON=C(C(=O)NC1CN2C1SC=C1C2=COC1)C=1N=C(SC1)N (6-[2-methoxyimino-2-(2-amino-1,3-thiazol-4-yl)acetamido]-5a,6-dihydro-3H,7H-azeto[2,1-b]furo[3,4-d][1,3]-thiazine). Isolated yield 86.7%. RXN SMILES: [CH3:1][O:2][N:3]=[C:4]([C:22]1[N:23]=[C:24]([NH2:27])[S:25][CH:26]=1)[C:5]([NH:7][CH:8]1[C:20](=O)[N:10]2[C:11]([C:17]([OH:19])=O)=[C:12]([CH2:15]O)[CH2:13][S:14][C@H:9]12)=[O:6].Cl>CC(C)=O.O>[CH3:1][O:2][N:3]=[C:4]([C:22]1[N:23]=[C:24]([NH2:27])[S:25][CH:26]=1)[C:5]([NH:7][CH:8]1[CH:9]2[S:14][CH:13]=[C:12]3[CH2:15][O:19][CH:17]=[C:11]3[N:10]2[CH2:20]1)=[O:6]. Procedure details: A solution of 7-[2-methoxyimino-2-(2-amino-1,3-thiazol-4-yl)acetamido]-3-hydroxymethyl-3-cephem-4-carboxylic acid (syn isomer) (0.3 g) in a mixture of acetone (3 ml) and water (1.5 ml) was adjusted to pH 2 with 6 N hydrochloric acid and stirred for 4 hours at ambient temperature. After the acetone was distilled off, to the residue was added water (1 ml). The mixture was adjusted to pH 7 with a saturated aqueous solution of sodium bicarbonate and ice-cooled for 1 hour. Precipitating crystals were... Starting materials: O=c1[nH]c2cc(F)c(F)c(F)c2[nH]c1=O, [K+], O=[N+]([O-])[O-], O, O=S(=O)(O)O. RXN SMILES: [F:1][c:2]1[c:3]2[nH:4][c:5](=[O:15])[c:6](=[O:14])[nH:7][c:8]2[cH:9][c:10]([F:13])[c:11]1[F:12].[K+:25].[N+:21](=[O:22])([O-:23])[O-:24].[OH2:26].[S:16](=[O:17])(=[O:18])([OH:19])[OH:20]>>[F:1][c:2]1[c:3]2[nH:4][c:5](=[O:15])[c:6](=[O:14])[nH:7][c:8]2[c:9]([N+:21](=[O:22])[O-:23])[c:10]([F:13])[c:11]1[F:12]. The product is O=c1[nH]c2c(F)c(F)c(F)c([N+](=O)[O-])c2[nH]c1=O. Starting materials: S(O)(O)(=O)=O (sulfuric acid), NC(C#N)(C(C)C)C ((-)-2-amino-2,3-dimethylbutyronitrile), N (ammonia). Solvent: C1CCOC1 (THF). Conditions: temperature 100 celsius, time 1 hour. Product: NC(C(=O)N)(C(C)C)C ((+)-2-amino-2,3-dimethylbutyramide). As a reaction SMILES: S(=O)(=O)(O)[OH:2].[NH2:6][C:7]([CH3:13])([CH:10]([CH3:12])[CH3:11])[C:8]#[N:9].N>C1COCC1>[NH2:6][C:7]([CH3:13])([CH:10]([CH3:12])[CH3:11])[C:8]([NH2:9])=[O:2]. Reported procedure: Concentrated sulfuric acid (29.7 ml) is cooled with stirring in an ice-acetone cooling bath. To the acid is added 11.8 g (-)-2-amino-2,3-dimethylbutyronitrile with [α]D25 =-7.31° (C=0.0368 g/ml THF) at such a rate that the temperature does not go above 25° C. After the addition, the temperature of the reaction mixture is slowly raised to 100° C. and held at that temperature for one hour. After cooling the mixture in an ice-acetone bath, 85 ml concentrated ammonia is added at such a rate that the... Reactants: C1(=CC=CC=C1)C12CNCC2C1 (1-phenyl-3-azabicyclo[3.1.0]-hexane), FC=1C=C(C(=O)Cl)C=CC1 (m-fluorobenzoyl chloride), C1=CC=CC=C1 (benzene), C([O-])([O-])=O.[Na+].[Na+] (sodium carbonate). Run in CCOCC (ether), O (water), petroleum ether. Product: FC=1C=C(C(=O)N2CC3(CC3C2)C2=CC=CC=C2)C=CC1 (3-m-Fluorobenzoyl-1-phenyl-3-azabicyclo[3.1.0]hexane). RXN SMILES: [C:1]1([C:7]23[CH2:12][CH:11]2[CH2:10][NH:9][CH2:8]3)[CH:6]=[CH:5][CH:4]=[CH:3][CH:2]=1.C1C=CC=CC=1.C(=O)([O-])[O-].[Na+].[Na+].[F:25][C:26]1[CH:27]=[C:28]([CH:32]=[CH:33][CH:34]=1)[C:29](Cl)=[O:30]>CCOCC.O>[F:25][C:26]1[CH:27]=[C:28]([CH:32]=[CH:33][CH:34]=1)[C:29]([N:9]1[CH2:10][CH:11]2[C:7]([C:1]3[CH:2]=[CH:3][CH:4]=[CH:5][CH:6]=3)([CH2:12]2)[CH2:8]1)=[O:30] |f:2.3.4|. Procedure: A 6.4 g. portion of 1-phenyl-3-azabicyclo[3.1.0]-hexane is added to 60 ml. of benzene. A 4.2 g. portion of sodium carbonate in 40 ml. of water is added with stirring. A 6.3 g. portion of m-fluorobenzoyl chloride is added and the mixture is stirred overnight. The oil present in the aqueous layer is extracted with chloroform, washed successively with water, dilute hydrochloric acid and water, dried over magnesium sulfate, filtered and evaporated giving an oil. This oil is dissolved in ether. A sma... The reactants are CS(=O)(=O)C1=C(C=CC=C1)S(=O)(=O)Cl (2-methylsulfonylbenzenesulfonyl chloride), [H-].[Na+] (sodium hydride), C(C1=CC=CC=C1)(=O)ONC(=O)OC(C)(C)C ([(tert-butoxy)carbonyl]amino benzoate). Yields the product CS(=O)(=O)C1=C(C=CC=C1)S(=O)(=O)N(C(OC(C)(C)C)=O)OC(=O)C1=CC=CC=C1 (tert-butyl {[2-(methylsulfonyl)phenyl]sulfonyl}[(phenyl carbonyl)oxy]carbamate). RXN SMILES: [CH3:1][S:2]([C:5]1[CH:10]=[CH:9][CH:8]=[CH:7][C:6]=1[S:11](Cl)(=[O:13])=[O:12])(=[O:4])=[O:3].[H-].[Na+].[C:17]([O:25][NH:26][C:27]([O:29][C:30]([CH3:33])([CH3:32])[CH3:31])=[O:28])(=[O:24])[C:18]1[CH:23]=[CH:22][CH:21]=[CH:20][CH:19]=1>>[CH3:1][S:2]([C:5]1[CH:10]=[CH:9][CH:8]=[CH:7][C:6]=1[S:11]([N:26]([O:25][C:17]([C:18]1[CH:23]=[CH:22][CH:21]=[CH:20][CH:19]=1)=[O:24])[C:27](=[O:28])[O:29][C:30]([CH3:33])([CH3:32])[CH3:31])(=[O:13])=[O:12])(=[O:4])=[O:3] |f:1.2|. Procedure: tert-Butyl {[2-(methylsulfonyl)phenyl]sulfonyl}[(phenylcarbonyl)oxy]carbamate (47) is prepared from 2-methylsulfonylbenzenesulfonyl chloride, sodium hydride and [(tert-butoxy)carbonyl]amino benzoate according to Scheme 2. (1.7 g, 91%), 1H NMR (250 MHz, DMSO-d6) δ ppm 8.25-8.45 (2H, m), 8.03-8.20 (4H, m), 7.77-7.93 (1H, m), 7.59-7.73 (2H, m), 3.48 (3H, s), 1.29 (9H, s).